Dataset: the Open Reaction Database (ORD), a public repository of structured organic reaction records. Task: describe an organic reaction: reactants, conditions, products, and yield The reactants are O=S(Cl)Cl (SOCl2), CO (methanol), NC=1C=C(C(=O)NC2=CC=C(C=C2)CCN2CCN(CC2)C)C=CC1N (3,4-Diamino-N-{4-[2-(4-methyl-piperazin-1-yl)-ethyl]-phenyl}-benzamide), OC1=C(C=O)C=C(C=C1)C1=NC(=CC=C1)OC (2-hydroxy-5-(6-methoxy-pyridin-2-yl)-benzaldehyde). Solvent: ClCCl (dichloromethane), ClCCl (dichloromethane). Run at time 1 hour. The product is CN1CCN(CC1)CCC1=CC=C(C=C1)NC(=O)C1=CC2=C(NC(=N2)C2=C(C=CC(=C2)C2=NC(=CC=C2)OC)O)C=C1 (2-[2-Hydroxy-5-(6-methoxy-pyridin-2-yl)-phenyl]-1H-benzoimidazole-5-carboxylic acid {4-[2-(4-methyl-piperazin-1-yl)-ethyl]-phenyl}-amide). Isolated yield 67.5%. As a reaction SMILES: O=S(Cl)Cl.[NH2:5][C:6]1[CH:7]=[C:8]([CH:27]=[CH:28][C:29]=1[NH2:30])[C:9]([NH:11][C:12]1[CH:17]=[CH:16][C:15]([CH2:18][CH2:19][N:20]2[CH2:25][CH2:24][N:23]([CH3:26])[CH2:22][CH2:21]2)=[CH:14][CH:13]=1)=[O:10].[OH:31][C:32]1[CH:39]=[CH:38][C:37]([C:40]2[CH:45]=[CH:44][CH:43]=[C:42]([O:46][CH3:47])[N:41]=2)=[CH:36][C:33]=1[CH:34]=O.CO>ClCCl>[CH3:26][N:23]1[CH2:24][CH2:25][N:20]([CH2:19][CH2:18][C:15]2[CH:14]=[CH:13][C:12]([NH:11][C:9]([C:8]3[CH:27]=[CH:28][C:29]4[NH:30][C:34]([C:33]5[CH:36]=[C:37]([C:40]6[CH:45]=[CH:44][CH:43]=[C:42]([O:46][CH3:47])[N:41]=6)[CH:38]=[CH:39][C:32]=5[OH:31])=[N:5][C:6]=4[CH:7]=3)=[O:10])=[CH:17][CH:16]=2)[CH2:21][CH2:22]1. Reported procedure: To a suspension of silica gel (0.8 g) in dichloromethane (5 mL) was added SOCl2 (0.6 mL) and the mixture was stirred at the room temperature for 1 h (gas was released from the reaction mixture). 3,4-Diamino-N-{4-[2-(4-methyl-piperazin-1-yl)-ethyl]-phenyl}-benzamide (178.2 mg, 0.5 mmol), 2-hydroxy-5-(6-methoxy-pyridin-2-yl)-benzaldehyde (114.6 mg, 0.5 mmol) and 2 mL dichloromethane were added, and the resulting reaction mixture was stirred at the room temperature for 4 h. After methanol (5 mL) wa... The reactants are stainless steel, C1(=CC=CC=C1)C(CC=O)=O (3-Phenyl-3-oxopropanal), C(C)(C)OC(C)C (diisopropyl ether), C1(=CC=CC=C1)C(CC=O)=O (3-phenyl-3-oxopropanal). The solvent is CO (methanol). Conditions: temperature 50 celsius, time 22 hour. The product is C1(=CC=CC=C1)[C@H](CCO)O ((1S)-phenyl-1,3-propanediol). Isolated yield 2396.7%. Reaction SMILES: [C:1]1([C:7](=[O:11])[CH2:8][CH:9]=[O:10])[CH:6]=[CH:5][CH:4]=[CH:3][CH:2]=1.C(OC(C)C)(C)C>CO>[C:1]1([C@@H:7]([OH:11])[CH2:8][CH2:9][OH:10])[CH:6]=[CH:5][CH:4]=[CH:3][CH:2]=1. Procedure details: In a 200 ml stainless steel-made autoclave were charged 426.5 mg of [RuI(p-cymene)(R)-Tol-BINAP]I3 prepared in Example 2, the diisopropyl ether solution of 3-phenyl-3-oxopropanal prepared in Reference Example 2, 100 ml of methanol, and 2.0 ml of degassed purified water in a nitrogen atmosphere, followed by stirring the mixture at 50° C. for 22 hours under a hydrogen pressure of 50 atm. The reaction mixture was concentrated and subjected to silica gel column chromatography (eluent: hexane/isoprop... Reactants: IC1=CC=CC=C1 (iodobenzene), CC1(C2=CC=CC(=C2OC=2C(=CC=CC12)P(C1=CC=CC=C1)C1=CC=CC=C1)P(C1=CC=CC=C1)C1=CC=CC=C1)C (9,9-dimethyl-4,5-bis(diphenylphosphino)xanthene), C([O-])([O-])=O.[Cs+].[Cs+] (cesium carbonate), NC1=NC2=CC(=C(C=C2C=N1)C1=C(C=CC=C1)C)OC (2-Amino-7-methoxy-6-(2-methylphenyl)quinazoline). Reagents/catalysts: C=1C=CC(=CC1)/C=C/C(=O)/C=C/C2=CC=CC=C2.C=1C=CC(=CC1)/C=C/C(=O)/C=C/C2=CC=CC=C2.C=1C=CC(=CC1)/C=C/C(=O)/C=C/C2=CC=CC=C2.[Pd].[Pd] (tris(dibenzylideneacetone)dipalladium). The solvent is O1CCOCC1 (dioxane), O (water). Run at temperature 100 celsius, time 20 hour. Product: N(C1=CC=CC=C1)C1=NC2=CC(=C(C=C2C=N1)C1=C(C=CC=C1)C)OC (2-anilino-7-methoxy-6-(2-methylphenyl)quinazoline). Isolated yield 85.0%. As a reaction SMILES: [NH2:1][C:2]1[N:11]=[CH:10][C:9]2[C:4](=[CH:5][C:6]([O:19][CH3:20])=[C:7]([C:12]3[CH:17]=[CH:16][CH:15]=[CH:14][C:13]=3[CH3:18])[CH:8]=2)[N:3]=1.I[C:22]1[CH:27]=[CH:26][CH:25]=[CH:24][CH:23]=1.CC1(C)C2C=CC=C(P(C3C=CC=CC=3)C3C=CC=CC=3)C=2OC2C1=CC=CC=2P(C1C=CC=CC=1)C1C=CC=CC=1.C(=O)([O-])[O-].[Cs+].[Cs+]>O1CCOCC1.C1C=CC(/C=C/C(/C=C/C2C=CC=CC=2)=O)=CC=1.C1C=CC(/C=C/C(/C=C/C2C=CC=CC=2)=O)=CC=1.C1C=CC(/C=C/C(/C=C/C2C=CC=CC=2)=O)=CC=1.[Pd].[Pd].O>[NH:1]([C:2]1[N:11]=[CH:10][C:9]2[C:4](=[CH:5][C:6]([O:19][CH3:20])=[C:7]([C:12]3[CH:17]=[CH:16][CH:15]=[CH:14][C:13]=3[CH3:18])[CH:8]=2)[N:3]=1)[C:22]1[CH:27]=[CH:26][CH:25]=[CH:24][CH:23]=1 |f:3.4.5,7.8.9.10.11|. Procedure: 2-Amino-7-methoxy-6-(2-methylphenyl)quinazoline (150 mg, 0.565 mmol) obtained in Example 174 was dissolved in dioxane (5.7 mL) and the solution was added with iodobenzene (70 μL, 0.622 mmol), tris(dibenzylideneacetone)dipalladium (25.9 mg, 0.028 mmol), 9,9-dimethyl-4,5-bis(diphenylphosphino)xanthene (36 mg, 0.062 mmol) and cesium carbonate (258 mg, 0.791 mmol), followed by stirring at 100° C. for 20 hours. The reaction mixture was added with water and extracted with ethyl acetate. The organic la... Reactants: CCOC(C)=O, Fc1ccc(-c2nn3ccccc3c2-c2ccnc(F)c2)cc1, NCCc1c[nH]cn1. The product is Fc1ccc(-c2nn3ccccc3c2-c2ccnc(NCCc3cnc[nH]3)c2)cc1. Reaction SMILES: [CH3:32][CH2:33][O:34][C:35](=[O:36])[CH3:37].[F:1][c:2]1[cH:3][cH:4][c:5](-[c:8]2[n:9][n:10]3[c:11]([cH:12][cH:13][cH:14][cH:15]3)[c:16]2-[c:17]2[cH:18][c:19]([F:23])[n:20][cH:21][cH:22]2)[cH:6][cH:7]1.[NH2:24][CH2:25][CH2:26][c:27]1[cH:28][nH:29][cH:30][n:31]1>>[F:1][c:2]1[cH:3][cH:4][c:5](-[c:8]2[n:9][n:10]3[c:11]([cH:12][cH:13][cH:14][cH:15]3)[c:16]2-[c:17]2[cH:18][c:19]([NH:24][CH2:25][CH2:26][c:27]3[cH:28][n:29][cH:30][nH:31]3)[n:20][cH:21][cH:22]2)[cH:6][cH:7]1.